The task is: describe an organic reaction: reactants, conditions, products, and yield. This data is from the Open Reaction Database (ORD), a public repository of structured organic reaction records. The reactants are ClCCl, COC(=O)C=Cc1cccc(F)c1N=C=Nc1cc(C(F)(F)F)ccc1OC, Fc1cccc(N2CCNCC2)c1. Product: COC(=O)CC1c2cccc(F)c2N=C(N2CCN(c3cccc(F)c3)CC2)N1c1cc(C(F)(F)F)ccc1OC. RXN SMILES: [Cl:42][CH2:43][Cl:44].[F:1][c:2]1[c:3]([N:14]=[C:15]=[N:16][c:17]2[c:18]([O:27][CH3:28])[cH:19][cH:20][c:21]([C:23]([F:24])([F:25])[F:26])[cH:22]2)[c:4]([CH:8]=[CH:9][C:10](=[O:11])[O:12][CH3:13])[cH:5][cH:6][cH:7]1.[F:29][c:30]1[cH:31][c:32]([N:36]2[CH2:37][CH2:38][NH:39][CH2:40][CH2:41]2)[cH:33][cH:34][cH:35]1>>[F:1][c:2]1[c:3]2[c:4]([cH:5][cH:6][cH:7]1)[CH:8]([CH2:9][C:10](=[O:11])[O:12][CH3:13])[N:16]([c:17]1[c:18]([O:27][CH3:28])[cH:19][cH:20][c:21]([C:23]([F:24])([F:25])[F:26])[cH:22]1)[C:15]([N:39]1[CH2:38][CH2:37][N:36]([c:32]3[cH:31][c:30]([F:29])[cH:35][cH:34][cH:33]3)[CH2:41][CH2:40]1)=[N:14]2. The reactants are C[Si](C)(C)C#N (trimethylsilyl cyanide), C[Si](C)(C)C#N (Trimethylsilyl cyanide), FC=1C=C(CNC(=O)NC=2SC=C(N2)C=O)C=CC1 (1-(3-fluoro-benzyl)-3-(4-formyl-thiazol-2-yl)-urea), CN (MeNH2). Solvent: CCO (EtOH). Run at time 2 hour. Yields the product C(#N)C(C=1N=C(SC1)NC(=O)NCC1=CC(=CC=C1)F)NC (1-[4-(cyano-methylamino-methyl)-thiazol-2-yl]-3-(3-fluoro-benzyl)-urea). RXN SMILES: C[Si]([C:5]#[N:6])(C)C.[F:7][C:8]1[CH:9]=[C:10]([CH:23]=[CH:24][CH:25]=1)[CH2:11][NH:12][C:13]([NH:15][C:16]1[S:17][CH:18]=[C:19]([CH:21]=O)[N:20]=1)=[O:14].[CH3:26][NH2:27]>CCO>[C:26]([CH:21]([NH:6][CH3:5])[C:19]1[N:20]=[C:16]([NH:15][C:13]([NH:12][CH2:11][C:10]2[CH:23]=[CH:24][CH:25]=[C:8]([F:7])[CH:9]=2)=[O:14])[S:17][CH:18]=1)#[N:27]. Procedure details: Trimethylsilyl cyanide (161 μL) was added to a solution of 1-(3-fluoro-benzyl)-3-(4-formyl-thiazol-2-yl)-urea (409 mg) and MeNH2 (8 M, 0.4 mL) in (EtOH 10 mL) at 0° C. The reaction mixture was stirred at room temperature for 2 hours. The additional of 170 μL of trimethylsilyl cyanide was added to convert all starting material into the product. The product was purified by aqueous work-up and chromatography.